Dataset: the Open Reaction Database (ORD), a public repository of structured organic reaction records. Task: describe an organic reaction: reactants, conditions, products, and yield The reactants are N(CCO)(CCO)CCO (triethanolamine), C(C1=CC=CC=C1)Br (benzyl bromide). The product is [Br-].C(C1=CC=CC=C1)[N+](CCO)(CCO)CCO (Benzyl tris(hydroxyethyl)ammonium bromide). Reaction SMILES: [N:1]([CH2:8][CH2:9][OH:10])([CH2:5][CH2:6][OH:7])[CH2:2][CH2:3][OH:4].[CH2:11]([Br:18])[C:12]1[CH:17]=[CH:16][CH:15]=[CH:14][CH:13]=1>>[Br-:18].[CH2:11]([N+:1]([CH2:8][CH2:9][OH:10])([CH2:5][CH2:6][OH:7])[CH2:2][CH2:3][OH:4])[C:12]1[CH:17]=[CH:16][CH:15]=[CH:14][CH:13]=1 |f:2.3|. Procedure details: A] Benzyl tris(hydroxyethyl)ammonium bromide was synthesized from triethanolamine and benzyl bromide using the procedure of Rengan et al (J.Chem.Soc.Chem.Commun., 10, 1992, 757). The reactants are CC(=O)O, CC1(C)C(=O)C(C(=O)CCC2OCCCO2)=C(O)c2cc(Cl)c(Cl)cc21, O, O. Product: CC1(C)C(=O)C(C(=O)CCC=O)=C(O)c2cc(Cl)c(Cl)cc21. Reaction SMILES: [C:28]([OH:29])(=[O:30])[CH3:31].[O:1]1[CH:2]([CH2:7][CH2:8][C:9](=[O:10])[C:11]2=[C:20]([OH:21])[c:19]3[c:14]([cH:15][c:16]([Cl:23])[c:17]([Cl:22])[cH:18]3)[C:13]([CH3:24])([CH3:25])[C:12]2=[O:26])[O:6][CH2:5][CH2:4][CH2:3]1.[OH2:27].[OH2:32]>>[O:1]=[CH:2][CH2:7][CH2:8][C:9](=[O:10])[C:11]1=[C:20]([OH:21])[c:19]2[c:14]([cH:15][c:16]([Cl:23])[c:17]([Cl:22])[cH:18]2)[C:13]([CH3:24])([CH3:25])[C:12]1=[O:26].